From a dataset of the Open Reaction Database (ORD), a public repository of structured organic reaction records. describe an organic reaction: reactants, conditions, products, and yield The reactants are CS(=O)(=O)Cl, Nc1ccc2nc(Oc3c(Cl)cc(NS(=O)(=O)c4ccc(C(F)(F)F)cc4Cl)cc3Cl)sc2c1. The product is CS(=O)(=O)Nc1ccc2nc(Oc3c(Cl)cc(NS(=O)(=O)c4ccc(C(F)(F)F)cc4Cl)cc3Cl)sc2c1. RXN SMILES: [CH3:35][S:36]([Cl:37])(=[O:38])=[O:39].[NH2:1][c:2]1[cH:3][c:4]2[c:5]([n:6][c:7]([O:9][c:10]3[c:11]([Cl:32])[cH:12][c:13]([NH:17][S:18](=[O:19])(=[O:20])[c:21]4[c:22]([Cl:31])[cH:23][c:24]([C:27]([F:28])([F:29])[F:30])[cH:25][cH:26]4)[cH:14][c:15]3[Cl:16])[s:8]2)[cH:33][cH:34]1>>[NH:1]([c:2]1[cH:3][c:4]2[c:5]([n:6][c:7]([O:9][c:10]3[c:11]([Cl:32])[cH:12][c:13]([NH:17][S:18](=[O:19])(=[O:20])[c:21]4[c:22]([Cl:31])[cH:23][c:24]([C:27]([F:28])([F:29])[F:30])[cH:25][cH:26]4)[cH:14][c:15]3[Cl:16])[s:8]2)[cH:33][cH:34]1)[S:36]([CH3:35])(=[O:38])=[O:39].